This data is from the Open Reaction Database (ORD), a public repository of structured organic reaction records. The task is: describe an organic reaction: reactants, conditions, products, and yield The reactants are CO, O=C(C1CCCCC1)N1CCNCC1, COc1cc2nc(Cl)nc(N)c2cc1OC. The product is COc1cc2nc(N3CCN(C(=O)C4CCCCC4)CC3)nc(N)c2cc1OC. As a reaction SMILES: [CH3:31][OH:32].[CH:1]1([C:7](=[O:8])[N:9]2[CH2:10][CH2:11][NH:12][CH2:13][CH2:14]2)[CH2:2][CH2:3][CH2:4][CH2:5][CH2:6]1.[Cl:15][c:16]1[n:17][c:18]2[cH:19][c:20]([O:29][CH3:30])[c:21]([O:27][CH3:28])[cH:22][c:23]2[c:24]([NH2:26])[n:25]1>>[CH:1]1([C:7](=[O:8])[N:9]2[CH2:10][CH2:11][N:12]([c:16]3[n:17][c:18]4[cH:19][c:20]([O:29][CH3:30])[c:21]([O:27][CH3:28])[cH:22][c:23]4[c:24]([NH2:26])[n:25]3)[CH2:13][CH2:14]2)[CH2:2][CH2:3][CH2:4][CH2:5][CH2:6]1.